Task: describe an organic reaction: reactants, conditions, products, and yield. Dataset: the Open Reaction Database (ORD), a public repository of structured organic reaction records Starting materials: ClC1=C(C=CC=C1Cl)N1CCN(CC1)CCCCOC1=CC=C2C(C(C(NC2=N1)=O)(C)C)=O (7-{4-[4-(2,3-dichloro-phenyl)-piperazin-1-yl]-butoxy}-3,3-dimethyl-1H-[1,8]naphthyridine-2,4-dione), [BH4-].[Na+] (NaBH4). Solvent: C1CCOC1 (THF). Reaction conditions: time 3 hour. Yields the product ClC1=C(C=CC=C1Cl)N1CCN(CC1)CCCCOC1=CC=C2C(C(C(NC2=N1)=O)(C)C)O (7-{4-[4-(2,3-Dichloro-phenyl)-piperazin-1-yl]-butoxy}-4-hydroxy-3,3-dimethyl-3,4-dihydro-1H-[1,8]naphthyridin-2-one). Isolated yield 71.6%. RXN SMILES: [Cl:1][C:2]1[C:7]([Cl:8])=[CH:6][CH:5]=[CH:4][C:3]=1[N:9]1[CH2:14][CH2:13][N:12]([CH2:15][CH2:16][CH2:17][CH2:18][O:19][C:20]2[N:29]=[C:28]3[C:23]([C:24](=[O:33])[C:25]([CH3:32])([CH3:31])[C:26](=[O:30])[NH:27]3)=[CH:22][CH:21]=2)[CH2:11][CH2:10]1.[BH4-].[Na+]>C1COCC1>[Cl:1][C:2]1[C:7]([Cl:8])=[CH:6][CH:5]=[CH:4][C:3]=1[N:9]1[CH2:14][CH2:13][N:12]([CH2:15][CH2:16][CH2:17][CH2:18][O:19][C:20]2[N:29]=[C:28]3[C:23]([CH:24]([OH:33])[C:25]([CH3:31])([CH3:32])[C:26](=[O:30])[NH:27]3)=[CH:22][CH:21]=2)[CH2:11][CH2:10]1 |f:1.2|. Reported procedure: To a solution of 7-{4-[4-(2,3-dichloro-phenyl)-piperazin-1-yl]-butoxy}-3,3-dimethyl-1H-[1,8]naphthyridine-2,4-dione (0.132 g, 0.268 mmol) in THF (2 mL), cooled to 0° C. was added NaBH4 (0.013 g, 0.335 mmol). The reaction was warmed to room temperature and stirred for 3 hours. The reaction was quenched with saturated NaHCO3 and partitioned between EtOAc and water. The organic layer was washed with brine, dried over Na2SO4 and concentrated to give the title compound as a white solid (0.095 g, 0.19... Starting materials: CC(C)(C)OC(=O)NC(CCCNC(N)=N[N+](=O)[O-])C(=O)NCc1ccc(CO)cc1, O=C(O)C(F)(F)F. Yields the product NC(=N[N+](=O)[O-])NCCCC(N)C(=O)NCc1ccc(CO)cc1. RXN SMILES: [NH2:1][C:2]([NH:3][CH2:4][CH2:5][CH2:6][CH:7]([NH:8][C:9]([O:10][C:11]([CH3:12])([CH3:13])[CH3:14])=[O:15])[C:16](=[O:17])[NH:18][CH2:19][c:20]1[cH:21][cH:22][c:23]([CH2:26][OH:27])[cH:24][cH:25]1)=[N:28][N+:29](=[O:30])[O-:31].[OH:32][C:33]([C:34]([F:35])([F:36])[F:37])=[O:38]>>[NH2:1][C:2]([NH:3][CH2:4][CH2:5][CH2:6][CH:7]([NH2:8])[C:16](=[O:17])[NH:18][CH2:19][c:20]1[cH:21][cH:22][c:23]([CH2:26][OH:27])[cH:24][cH:25]1)=[N:28][N+:29](=[O:30])[O-:31]. Reactants: CN1C(C(C(CC1)C)(CCN)C)C (1,2,3,4-tetramethyl-3-piperidineethanamine), BrCCCCBr (1,4-dibromobutane), C([O-])([O-])=O.[K+].[K+] (potassium carbonate). The solvent is C(C)#N (acetonitrile), C(C)#N (acetonitrile), CCOCC (ether). Run at time 24 hour. Yields the product CN1C(C(C(CC1)C)(CCN1CCCC1)C)C (1,2,3,4-tetramethyl-3-[2-(1-pyrrolidinyl)ethyl]piperidine). Isolated yield 45.9%. Reaction SMILES: [CH3:1][N:2]1[CH2:7][CH2:6][CH:5]([CH3:8])[C:4]([CH3:12])([CH2:9][CH2:10][NH2:11])[CH:3]1[CH3:13].Br[CH2:15][CH2:16][CH2:17][CH2:18]Br.C(=O)([O-])[O-].[K+].[K+]>C(#N)C.CCOCC>[CH3:1][N:2]1[CH2:7][CH2:6][CH:5]([CH3:8])[C:4]([CH3:12])([CH2:9][CH2:10][N:11]2[CH2:18][CH2:17][CH2:16][CH2:15]2)[CH:3]1[CH3:13] |f:2.3.4|. Procedure: A solution of 1,2,3,4-tetramethyl-3-piperidineethanamine (9.8 g, 53 mmol) in acetonitrile (50 mL) was added dropwise over about 2 hours to a suspension of 1,4-dibromobutane (6.6 mL, 55.7 mmol) and potassium carbonate (26 g, 200 mmol) in acetonitrile (250 mL). The reaction mixture was stirred at room temperature for 24 hours, diluted with ether and the inorganic salts were removed by filtration. The solvent was removed in vacuo and the oily residue was purified by column chromatography on silica ... Reactants: C(C1=CC=CC=C1)(=O)N1[C@H](C(=O)O)C[C@H](C1)O ((trans)-1-benzoyl-4-hydroxy-L-proline), O.C1(=CC=C(C=C1)S(=O)(=O)O)C (p-toluenesulfonic acid monohydrate), C(C)(=O)[O-].[Na+] (sodium acetate). Run in CO (methanol). The product is C(C1=CC=CC=C1)(=O)N1[C@H](C(=O)OC)C[C@H](C1)O ((trans)-1-Benzoyl-4-hydroxy-L-proline, methyl ester). As a reaction SMILES: [C:1]([N:9]1[CH2:16][C@H:15]([OH:17])[CH2:14][C@H:10]1[C:11]([OH:13])=[O:12])(=[O:8])[C:2]1[CH:7]=[CH:6][CH:5]=[CH:4][CH:3]=1.O.[C:19]1(C)C=CC(S(O)(=O)=O)=CC=1.C([O-])(=O)C.[Na+]>CO>[C:1]([N:9]1[CH2:16][C@H:15]([OH:17])[CH2:14][C@H:10]1[C:11]([O:13][CH3:19])=[O:12])(=[O:8])[C:2]1[CH:7]=[CH:6][CH:5]=[CH:4][CH:3]=1 |f:1.2,3.4|. Procedure: A 5-liter flask was installed in an oil bath on a magnetic stirrer, provided with a reflux condenser and charged with 3.0 liters of methanol and 750 g (3.2 moles) of (trans)-1-benzoyl-4-hydroxy-L-proline. 19 grams of p-toluenesulfonic acid monohydrate (0.1 moles) were added. The mixture was heated to reflux and the esterification followed by TLC. Refluxing was continued until starting material was no longer detectable. 8 grams (0.1 moles) of sodium acetate was added to neutralize the catalyst ac... The reactants are CCOC(=O)C(CC(C)C)c1cc(-c2ccc(C(F)(F)F)cc2)cc(C2CCN(CCC(C)C)CC2)c1, CO, [Na+], [OH-]. Yields the product CC(C)CCN1CCC(c2cc(-c3ccc(C(F)(F)F)cc3)cc(C(CC(C)C)C(=O)O)c2)CC1. Reaction SMILES: [CH2:1]([CH3:2])[O:3][C:4]([CH:5]([CH2:6][CH:7]([CH3:8])[CH3:9])[c:10]1[cH:11][c:12](-[c:27]2[cH:28][cH:29][c:30]([C:33]([F:34])([F:35])[F:36])[cH:31][cH:32]2)[cH:13][c:14]([CH:16]2[CH2:17][CH2:18][N:19]([CH2:22][CH2:23][CH:24]([CH3:25])[CH3:26])[CH2:20][CH2:21]2)[cH:15]1)=[O:37].[CH3:40][OH:41].[Na+:39].[OH-:38]>>[O:3]=[C:4]([CH:5]([CH2:6][CH:7]([CH3:8])[CH3:9])[c:10]1[cH:11][c:12](-[c:27]2[cH:28][cH:29][c:30]([C:33]([F:34])([F:35])[F:36])[cH:31][cH:32]2)[cH:13][c:14]([CH:16]2[CH2:17][CH2:18][N:19]([CH2:22][CH2:23][CH:24]([CH3:25])[CH3:26])[CH2:20][CH2:21]2)[cH:15]1)[OH:37]. Reactants: COCCOC, CC1C(=O)CCc2ccccc21, CC(=O)O, CCOC(=O)CP(=O)(OCC)OCC, [H-], [Na+]. The product is CCOC(=O)CC1=C(C)c2ccccc2CC1. As a reaction SMILES: [CH2:33]([CH2:34][O:35][CH3:36])[O:37][CH3:38].[CH3:17][CH:18]1[C:19](=[O:28])[CH2:20][CH2:21][c:22]2[cH:23][cH:24][cH:25][cH:26][c:27]21.[CH3:29][C:30](=[O:31])[OH:32].[CH3:3][CH2:4][O:5][C:6](=[O:7])[CH2:8][P:9]([O:10][CH2:11][CH3:12])([O:13][CH2:14][CH3:15])=[O:16].[H-:1].[Na+:2]>>[CH3:3][CH2:4][O:5][C:6](=[O:7])[CH2:8][C:19]1=[C:18]([CH3:17])[c:27]2[c:22]([cH:23][cH:24][cH:25][cH:26]2)[CH2:21][CH2:20]1. Reaction conditions: time 5 minute. Starting materials: [H-].[Na+] (Sodium hydride), CC(C)(C(=O)[O-])P(=O)(O)OC (trimethylphosphonoacetate), C1CCOC1 (THF), N1=CC(=CC=C1)C(C)=O (1-pyridin-3-ylethanone). As a reaction SMILES: [H-].[Na+].C[C:4](P(OC)(O)=O)([C:6]([O-:8])=[O:7])C.[N:14]1[CH:19]=[CH:18][CH:17]=[C:16]([C:20](=O)[CH3:21])[CH:15]=1.[CH2:23]1COCC1>>[N:14]1[CH:19]=[CH:18][CH:17]=[C:16]([C:20]([CH3:21])=[CH:4][C:6]([O:8][CH3:23])=[O:7])[CH:15]=1 |f:0.1|. Procedure: Sodium hydride (192 mg of a 60% wt. suspension, 4.80 mmol) was added in several portions to a stirred solution of trimethylphosphonoacetate (712 μL, 4.40 mmol) in THF (20.0 mL). After 5 min, 1-pyridin-3-ylethanone (440 μL, 4.00 mmol) was added dropwise, and the resulting mixture was heated to reflux. After 20 h, the reaction mixture was cooled to rt, poured into said. aq. NH4Cl and extracted with EtOAc. The combined organics were washed with brine, dried (sodium sulfate) and concentrated in vacu... Yields the product N1=CC(=CC=C1)C(=CC(=O)OC)C (methyl 3-pyridin-3-ylbut-2-enoate). Reactants: [Br-].C(C1=CC=CC=C1)[N+]1(CC2=CC(=C(C=C2C1)O)O)C (N-benzyl-5,6-dihydroxy-N-methylisoindolinium bromide), CO (methanol), [H][H] (hydrogen). Reagents/catalysts: [C].[Pd] (palladium carbon). Solvent: C(C)(=O)O (acetic acid). Yields the product Br.OC=1C=C2CN(CC2=CC1O)C (5,6-Dihydroxy-N-methylisoindoline hydrobromide). As a reaction SMILES: [Br-:1].[CH2:2]([N+:9]1(C)[CH2:17][C:16]2[C:11](=[CH:12][C:13]([OH:19])=[C:14]([OH:18])[CH:15]=2)[CH2:10]1)C1C=CC=CC=1.CO.[H][H]>[C].[Pd].C(O)(=O)C>[BrH:1].[OH:19][C:13]1[CH:12]=[C:11]2[C:16](=[CH:15][C:14]=1[OH:18])[CH2:17][N:9]([CH3:2])[CH2:10]2 |f:0.1,4.5,7.8|. Reported procedure: 1.0 g (2.97 mmol) of N-benzyl-5,6-dihydroxy-N-methylisoindolinium bromide obtained in Example 4 was dissolved in a solution comprising 10 ml of methanol and 10 ml of acetic acid, and 300 mg of a 10% palladium carbon catalyst was added thereto. Then, the catalytic reduction was conducted at 60° C. for 6 hours in a hydrogen gas stream. After filtering off the catalyst, the filtrate was evaporated to dryness under reduced pressure. To the residue, 10 ml of methanol was added, and the mixture was le... Reactants: solid, Cl.Cl.Cl.O1CCC=2C(=NC=CC21)N2CCN(CC2)CC[C@@H]2CC[C@H](CC2)N (trans-4-{2-[4-(2,3-dihydrofuro[3,2-c]pyridin-4-yl)-piperazin-1-yl]-ethyl}-cyclohexanamine trihydrochloride), Cl.Cl.Cl.O1CCC=2C(=NC=CC21)N2CCN(CC2)CC[C@@H]2CC[C@H](CC2)N (trans-4-{2-[4-(2,3-dihydrofuro[3,2-c]pyridin-4-yl)-piperazin-1-yl]-ethyl}-cyclohexanamine trihydrochloride), FC([C@@H](CC(=O)O)O)(F)F ((R)-4,4,4-trifluoro-3-hydroxybutanoic acid). Product: O1CCC=2C(=NC=CC21)N2CCN(CC2)CC[C@@H]2CC[C@H](CC2)NC(C[C@H](C(F)(F)F)O)=O (trans-(R)—N-(4-{2-[4-(2,3-Dihydro-furo[3,2-c]pyridin-4-yl)-piperazin-1-yl]-ethyl}-cyclohexyl)-4,4,4-trifluoro-3-hydroxy-butyramide). Reaction SMILES: Cl.Cl.Cl.[O:4]1[C:12]2[CH:11]=[CH:10][N:9]=[C:8]([N:13]3[CH2:18][CH2:17][N:16]([CH2:19][CH2:20][C@H:21]4[CH2:26][CH2:25][C@H:24]([NH2:27])[CH2:23][CH2:22]4)[CH2:15][CH2:14]3)[C:7]=2[CH2:6][CH2:5]1.[F:28][C:29]([F:37])([F:36])[C@H:30]([OH:35])[CH2:31][C:32](O)=[O:33]>>[O:4]1[C:12]2[CH:11]=[CH:10][N:9]=[C:8]([N:13]3[CH2:18][CH2:17][N:16]([CH2:19][CH2:20][C@H:21]4[CH2:26][CH2:25][C@H:24]([NH:27][C:32](=[O:33])[CH2:31][C@@H:30]([OH:35])[C:29]([F:37])([F:36])[F:28])[CH2:23][CH2:22]4)[CH2:15][CH2:14]3)[C:7]=2[CH2:6][CH2:5]1 |f:0.1.2.3|. Reported procedure: The title compound, white solid (72 mg, 77%), MS (ISP) m/z=471.5 [(M+H)+], mp 207° C., was prepared in accordance with the general method of example 32 from trans-4-{2-[4-(2,3-dihydrofuro[3,2-c]pyridin-4-yl)-piperazin-1-yl]-ethyl}-cyclohexanamine trihydrochloride (intermediate C) (88 mg, 0.2 mmol) and (R)-4,4,4-trifluoro-3-hydroxybutanoic acid.